This data is from the Open Reaction Database (ORD), a public repository of structured organic reaction records. The task is: describe an organic reaction: reactants, conditions, products, and yield Reactants: CC1CN(Cc2ccccc2)CC1C(=O)O, CO, O=S(Cl)Cl. Product: COC(=O)C1CN(Cc2ccccc2)CC1C. Reaction SMILES: [CH2:1]([c:2]1[cH:3][cH:4][cH:5][cH:6][cH:7]1)[N:8]1[CH2:9][CH:10]([C:14](=[O:15])[OH:16])[CH:11]([CH3:13])[CH2:12]1.[CH3:21][OH:22].[S:17]([Cl:18])([Cl:19])=[O:20]>>[CH2:1]([c:2]1[cH:3][cH:4][cH:5][cH:6][cH:7]1)[N:8]1[CH2:9][CH:10]([C:14](=[O:15])[O:16][CH3:21])[CH:11]([CH3:13])[CH2:12]1. The reactants are CCOC(=O)COc1c(C(=O)OC)sc(-c2cccc(NC3CCN(c4ccc([N+](=O)[O-])cn4)CC3)c2)c1Br, C1CCOC1, CCO. Product: CCOC(=O)COc1c(C(=O)OC)sc(-c2cccc(NC3CCN(c4ccc(N)cn4)CC3)c2)c1Br. As a reaction SMILES: [Br:1][c:2]1[c:3]([O:33][CH2:34][C:35](=[O:36])[O:37][CH2:38][CH3:39])[c:4]([C:29](=[O:30])[O:31][CH3:32])[s:5][c:6]1-[c:7]1[cH:8][c:9]([NH:13][CH:14]2[CH2:15][CH2:16][N:17]([c:20]3[n:21][cH:22][c:23]([N+:26]([O-:27])=[O:28])[cH:24][cH:25]3)[CH2:18][CH2:19]2)[cH:10][cH:11][cH:12]1.[CH2:43]1[O:44][CH2:45][CH2:46][CH2:47]1.[CH3:40][CH2:41][OH:42]>>[Br:1][c:2]1[c:3]([O:33][CH2:34][C:35](=[O:36])[O:37][CH2:38][CH3:39])[c:4]([C:29](=[O:30])[O:31][CH3:32])[s:5][c:6]1-[c:7]1[cH:8][c:9]([NH:13][CH:14]2[CH2:15][CH2:16][N:17]([c:20]3[n:21][cH:22][c:23]([NH2:26])[cH:24][cH:25]3)[CH2:18][CH2:19]2)[cH:10][cH:11][cH:12]1.